From a dataset of the Open Reaction Database (ORD), a public repository of structured organic reaction records. describe an organic reaction: reactants, conditions, products, and yield The reactants are CC(CC(=O)OC)COC1=C(C=CC(=C1)N)OC (Methyl 3-methyl-4-(2-methoxy-5-aminophenoxy)butyrate), N(C1=CC=CC=C1)C=1OC2=C(N1)C(=CC(=C2)OCC(=O)O)OC (2-anilino-4-methoxy-6-carboxymethoxybenzoxazole). Yields the product N(C1=CC=CC=C1)C=1OC2=C(N1)C=CC(=C2)OCC(=O)NC2=CC(=C(C=C2)OC)OCC(CC(=O)O)C (2-Anilino-6-(3-[2-methyl-3-carboxypropoxy)-4-methoxy-anilinocarbonylmethoxy)benzoxazole). RXN SMILES: [CH3:1][CH:2]([CH2:8][O:9][C:10]1[CH:15]=[C:14]([NH2:16])[CH:13]=[CH:12][C:11]=1[O:17][CH3:18])[CH2:3][C:4]([O:6]C)=[O:5].[NH:19]([C:26]1[O:27][C:28]2[CH:34]=[C:33]([O:35][CH2:36][C:37](O)=[O:38])[CH:32]=[C:31](OC)[C:29]=2[N:30]=1)[C:20]1[CH:25]=[CH:24][CH:23]=[CH:22][CH:21]=1>>[NH:19]([C:26]1[O:27][C:28]2[CH:34]=[C:33]([O:35][CH2:36][C:37]([NH:16][C:14]3[CH:13]=[CH:12][C:11]([O:17][CH3:18])=[C:10]([O:9][CH2:8][CH:2]([CH3:1])[CH2:3][C:4]([OH:6])=[O:5])[CH:15]=3)=[O:38])[CH:32]=[CH:31][C:29]=2[N:30]=1)[C:20]1[CH:21]=[CH:22][CH:23]=[CH:24][CH:25]=1. Reported procedure: Methyl 3-methyl-4-(2-methoxy-5-aminophenoxy)butyrate and 2-anilino-4-methoxy-6-carboxymethoxybenzoxazole were coupled together using the method described in example 1 g above.